This data is from the Open Reaction Database (ORD), a public repository of structured organic reaction records. The task is: describe an organic reaction: reactants, conditions, products, and yield The reactants are O (water), C([O-])([O-])=O.[K+].[K+] (potassium carbonate), CI (methyl iodide), OC1=C(C2=CC=C(C=C2C=C1)CCCCCCCCCCCC)C(=O)N (2-hydroxy-6-n-dodecyl aminocarbonylnaphthalene). Solvent: CN(C=O)C (dimethylformamide). Product: COC1=C(C2=CC=C(C=C2C=C1)CCCCCCCCCCCC)C(=O)N (2-methoxy-6-n-dodecyl aminocarbonylnaphthalene). The yield is 82.8%. Reaction SMILES: [OH:1][C:2]1[CH:11]=[CH:10][C:9]2[C:4](=[CH:5][CH:6]=[C:7]([CH2:12][CH2:13][CH2:14][CH2:15][CH2:16][CH2:17][CH2:18][CH2:19][CH2:20][CH2:21][CH2:22][CH3:23])[CH:8]=2)[C:3]=1[C:24]([NH2:26])=[O:25].[C:27](=O)([O-])[O-].[K+].[K+].CI.O>CN(C)C=O>[CH3:27][O:1][C:2]1[CH:11]=[CH:10][C:9]2[C:4](=[CH:5][CH:6]=[C:7]([CH2:12][CH2:13][CH2:14][CH2:15][CH2:16][CH2:17][CH2:18][CH2:19][CH2:20][CH2:21][CH2:22][CH3:23])[CH:8]=2)[C:3]=1[C:24]([NH2:26])=[O:25] |f:1.2.3|. Procedure: 3.6 g of 2-hydroxy-6-n-dodecyl aminocarbonylnaphthalene obtained in example 2 was dissolved in 36 g of dimethylformamide. To this solution, 1.7 g of potassium carbonate and 2.2 g of methyl iodide were added, and allowed to react at 40° C. for 8 hours. The reaction liquid was poured to 180 g of water, and then precipitate was filtrated, washed thoroughly with methanol and water, dried to give 3.1 g of 2-methoxy-6-n-dodecyl aminocarbonylnaphthalene (Decomposition point: 324° C.). The infrared abso...